This data is from the Open Reaction Database (ORD), a public repository of structured organic reaction records. The task is: describe an organic reaction: reactants, conditions, products, and yield The product is COC(=O)c1ccc(CN(CCc2ccc(C#N)cc2)CCc2ccccc2OCc2ccc(-c3ccc(C(F)(F)F)cc3)cc2)cc1. The reactants are COC(=O)c1ccc(CN(CCc2ccc(C#N)cc2)CCc2ccccc2OCc2ccc(Br)cc2)cc1, COCCOC, OB(O)c1ccc(C(F)(F)F)cc1, [Na+], [Na+], O=C([O-])[O-]. Reaction SMILES: [Br:1][c:2]1[cH:3][cH:4][c:5]([CH2:6][O:7][c:8]2[c:9]([CH2:14][CH2:15][N:16]([CH2:17][CH2:18][c:19]3[cH:20][cH:21][c:22]([C:25]#[N:26])[cH:23][cH:24]3)[CH2:27][c:28]3[cH:29][cH:30][c:31]([C:32](=[O:33])[O:34][CH3:35])[cH:36][cH:37]3)[cH:10][cH:11][cH:12][cH:13]2)[cH:38][cH:39]1.[CH3:59][O:60][CH2:61][CH2:62][O:63][CH3:64].[F:40][C:41]([c:42]1[cH:43][cH:44][c:45]([B:48]([OH:49])[OH:50])[cH:46][cH:47]1)([F:51])[F:52].[Na+:53].[Na+:54].[O-:55][C:56](=[O:57])[O-:58]>>[c:2]1(-[c:45]2[cH:44][cH:43][c:42]([C:41]([F:40])([F:51])[F:52])[cH:47][cH:46]2)[cH:3][cH:4][c:5]([CH2:6][O:7][c:8]2[c:9]([CH2:14][CH2:15][N:16]([CH2:17][CH2:18][c:19]3[cH:20][cH:21][c:22]([C:25]#[N:26])[cH:23][cH:24]3)[CH2:27][c:28]3[cH:29][cH:30][c:31]([C:32](=[O:33])[O:34][CH3:35])[cH:36][cH:37]3)[cH:10][cH:11][cH:12][cH:13]2)[cH:38][cH:39]1. Reactants: [Li]CCCC (n-BuLi), C1CCOC1 (THF), BrC1=CC=C(C(=C1C1OCCO1)F)CCC (2-(6-bromo-2-fluoro-3-propylphenyl)-1,3-dioxolane), B(OC)(OC)OC (trimethyl borate). Conditions: temperature -70 celsius, time 1 hour. Product: FC=1C(=C(C=CC1OCC)B(O)O)C=O ((3-fluoro-2-formyl-4-ethoxyphenyl)boronic acid). Yield: 86.0%. As a reaction SMILES: [Li]CCCC.Br[C:7]1[C:12]([CH:13]2[O:17]CCO2)=[C:11]([F:18])[C:10](CCC)=[CH:9][CH:8]=1.[B:22]([O:27]C)([O:25]C)OC.C1C[O:32][CH2:31][CH2:30]1>>[F:18][C:11]1[C:12]([CH:13]=[O:17])=[C:7]([B:22]([OH:25])[OH:27])[CH:8]=[CH:9][C:10]=1[O:32][CH2:31][CH3:30]. Procedure: Under a nitrogen atmosphere, n-BuLi (141.1 mL, 232.8 mmol) was slowly added dropwise, at −70° C. or lower, to a THF (500 mL) solution of compound (78) (61.2 g, 213.0 mmol). The reaction mixture was agitated at −70° C. or lower for 1 hour, and then trimethyl borate (33.0 g, 317 mmol) was slowly added dropwise thereto. The reaction mixture was returned to room temperature, and then quenched with 400 mL of 2N hydrochloric acid aqueous solution, and extracted with 200 mL of toluene three times. Comb... Starting materials: CC(C)C(=O)Nc1cccc(C2CCNCC2)c1, O=Cc1csc(-c2ccccc2)n1. Yields the product CC(C)C(=O)Nc1cccc(C2CCN(Cc3csc(-c4ccccc4)n3)CC2)c1. Reaction SMILES: [CH3:14][CH:15]([C:16](=[O:17])[NH:18][c:19]1[cH:20][c:21]([CH:25]2[CH2:26][CH2:27][NH:28][CH2:29][CH2:30]2)[cH:22][cH:23][cH:24]1)[CH3:31].[c:1]1(-[c:7]2[s:8][cH:9][c:10]([CH:12]=[O:13])[n:11]2)[cH:2][cH:3][cH:4][cH:5][cH:6]1>>[c:1]1(-[c:7]2[s:8][cH:9][c:10]([CH2:12][N:28]3[CH2:27][CH2:26][CH:25]([c:21]4[cH:20][c:19]([NH:18][C:16]([CH:15]([CH3:14])[CH3:31])=[O:17])[cH:24][cH:23][cH:22]4)[CH2:30][CH2:29]3)[n:11]2)[cH:2][cH:3][cH:4][cH:5][cH:6]1. The reactants are COC(=O)c1ccc2c(C3CCCCC3)c(Br)[nH]c2c1, O=C([O-])[O-], COCCOC, CCO, [Na+], [Na+], OB(O)c1ccccc1, c1ccc(P(c2ccccc2)(c2ccccc2)[Pd](P(c2ccccc2)(c2ccccc2)c2ccccc2)(P(c2ccccc2)(c2ccccc2)c2ccccc2)P(c2ccccc2)(c2ccccc2)c2ccccc2)cc1. Yields the product COC(=O)c1ccc2c(C3CCCCC3)c(-c3ccccc3)[nH]c2c1. As a reaction SMILES: [Br:1][c:2]1[nH:3][c:4]2[cH:5][c:6]([C:17](=[O:18])[O:19][CH3:20])[cH:7][cH:8][c:9]2[c:10]1[CH:11]1[CH2:12][CH2:13][CH2:14][CH2:15][CH2:16]1.[C:30](=[O:31])([O-:32])[O-:33].[CH3:36][O:37][CH2:38][CH2:39][O:40][CH3:41].[CH3:42][CH2:43][OH:44].[Na+:34].[Na+:35].[c:21]1([B:27]([OH:28])[OH:29])[cH:22][cH:23][cH:24][cH:25][cH:26]1.[cH:45]1[cH:46][cH:47][c:48]([P:49]([Pd:50]([P:51]([c:52]2[cH:53][cH:54][cH:55][cH:56][cH:57]2)([c:58]2[cH:59][cH:60][cH:61][cH:62][cH:63]2)[c:64]2[cH:65][cH:66][cH:67][cH:68][cH:69]2)([P:70]([c:71]2[cH:72][cH:73][cH:74][cH:75][cH:76]2)([c:77]2[cH:78][cH:79][cH:80][cH:81][cH:82]2)[c:83]2[cH:84][cH:85][cH:86][cH:87][cH:88]2)[P:89]([c:90]2[cH:91][cH:92][cH:93][cH:94][cH:95]2)([c:96]2[cH:97][cH:98][cH:99][cH:100][cH:101]2)[c:102]2[cH:103][cH:104][cH:105][cH:106][cH:107]2)([c:108]2[cH:109][cH:110][cH:111][cH:112][cH:113]2)[c:114]2[cH:115][cH:116][cH:117][cH:118][cH:119]2)[cH:120][cH:121]1>>[c:2]1(-[c:21]2[cH:22][cH:23][cH:24][cH:25][cH:26]2)[nH:3][c:4]2[cH:5][c:6]([C:17](=[O:18])[O:19][CH3:20])[cH:7][cH:8][c:9]2[c:10]1[CH:11]1[CH2:12][CH2:13][CH2:14][CH2:15][CH2:16]1. The reactants are CN(CCNC1=CC=C(C=C1)[N+](=O)[O-])C (4-(2-dimethylamino-ethylamino)-nitrobenzene), COC1=C(C(=O)Cl)C=CC=C1 (2-methoxy-benzoyl chloride). The product is CN(CCN(C(C1=C(C=CC=C1)OC)=O)C1=CC=C(C=C1)[N+](=O)[O-])C (4[-(2-dimethylamino-ethyl)-N-(2-methoxy-benzoyl)-amino]-nitrobenzene). As a reaction SMILES: [CH3:1][N:2]([CH3:15])[CH2:3][CH2:4][NH:5][C:6]1[CH:11]=[CH:10][C:9]([N+:12]([O-:14])=[O:13])=[CH:8][CH:7]=1.[CH3:16][O:17][C:18]1[CH:26]=[CH:25][CH:24]=[CH:23][C:19]=1[C:20](Cl)=[O:21]>>[CH3:1][N:2]([CH3:15])[CH2:3][CH2:4][N:5]([C:6]1[CH:11]=[CH:10][C:9]([N+:12]([O-:14])=[O:13])=[CH:8][CH:7]=1)[C:20](=[O:21])[C:19]1[CH:23]=[CH:24][CH:25]=[CH:26][C:18]=1[O:17][CH3:16]. Procedure: Prepared from 4-(2-dimethylamino-ethylamino)-nitrobenzene and 2-methoxy-benzoyl chloride Product: C(C)(C)(C)OC(=O)N1CCC(CC1)N1C(C(C2=CC=CC=C12)(F)F)=O (4-(3,3-DIFLUORO-2-OXO-2,3-DIHYDROINDOL-1-YL)-PIPERIDINE-1-CARBOXYLIC ACID TERT-BUTYL ESTER). The yield is 93.0%. The solvent is CS(=O)C (DMSO). Reported procedure: A mixture of 4-[(2-bromo-2,2-difluoroacetyl)-(2-iodophenyl)amino]-piperidine-1-carboxylic acid tert-butyl ester (1.670 g, 2.98 mmol) and copper (bronze, 0.480 g, 7.55 mmol) in DMSO (15 mL) was heated at 70° C. overnight. The reaction mixture was quenched with water at 0° C. and then extracted with ethyl acetate. The combined organic phase was washed with water and brine, dried over anhydrous Na2SO4 and concentrated. Purification of the residue by flash chromatography to afford the title compound... Reaction SMILES: [C:1]([O:5][C:6]([N:8]1[CH2:13][CH2:12][CH:11]([N:14]([C:22](=[O:27])[C:23](Br)([F:25])[F:24])[C:15]2[CH:20]=[CH:19][CH:18]=[CH:17][C:16]=2I)[CH2:10][CH2:9]1)=[O:7])([CH3:4])([CH3:3])[CH3:2]>CS(C)=O.[Cu]>[C:1]([O:5][C:6]([N:8]1[CH2:13][CH2:12][CH:11]([N:14]2[C:15]3[C:20](=[CH:19][CH:18]=[CH:17][CH:16]=3)[C:23]([F:25])([F:24])[C:22]2=[O:27])[CH2:10][CH2:9]1)=[O:7])([CH3:4])([CH3:3])[CH3:2]. Reactants: C(C)(C)(C)OC(=O)N1CCC(CC1)N(C1=C(C=CC=C1)I)C(C(F)(F)Br)=O (4-[(2-bromo-2,2-difluoroacetyl)-(2-iodophenyl)amino]-piperidine-1-carboxylic acid tert-butyl ester). The reagents and catalysts are [Cu] (copper). Reaction conditions: temperature 70 celsius.